This data is from the Open Reaction Database (ORD), a public repository of structured organic reaction records. The task is: describe an organic reaction: reactants, conditions, products, and yield The reactants are CN(CCNC)C (N,N,N′-Trimethyl ethylenediamine), resultant solution, Cl.C(C)N=C=NCCCN(C)C (1-Ethyl-3-(3-dimethylaminopropyl)carbodiimide hydrochloride), O.ON1N=NC2=C1C=CC=C2 (1-hydroxybenzotriazole monohydrate), C(C1=CC=CC=C1)(=O)C1=CC2=C(N=C(N2)C=2C(=C(NC2C)C(=O)O)C)C=C1 (4-(5-benzoylbenzimidazol-2-yl)-dimethylpyrrole-2-carboxylic acid). Solvent: N1=CC=CC=C1 (pyridine). Conditions: temperature 60 celsius, time 5 hour. Yields the product CN(CCNC(=O)C=1NC(=C(C1C)C=1NC2=C(N1)C=CC(=C2)C(C2=CC=CC=C2)=O)C)C (2-dimethylaminoethyl-4-(5-benzoylbenzimidazol-2-yl)-3,5-dimethylpyrrole-2-carboxamide). Isolated yield 62.1%. As a reaction SMILES: Cl.C(N=C=NCCCN(C)C)C.O.ON1C2C=CC=CC=2N=N1.[C:24]([C:32]1[CH:50]=[CH:49][C:35]2[N:36]=[C:37]([C:39]3[C:40]([CH3:48])=[C:41]([C:45]([OH:47])=O)[NH:42][C:43]=3[CH3:44])[NH:38][C:34]=2[CH:33]=1)(=[O:31])[C:25]1[CH:30]=[CH:29][CH:28]=[CH:27][CH:26]=1.[CH3:51][N:52]([CH3:57])[CH2:53][CH2:54][NH:55]C>N1C=CC=CC=1>[CH3:51][N:52]([CH3:57])[CH2:53][CH2:54][NH:55][C:45]([C:41]1[NH:42][C:43]([CH3:44])=[C:39]([C:37]2[NH:38][C:34]3[CH:33]=[C:32]([C:24](=[O:31])[C:25]4[CH:30]=[CH:29][CH:28]=[CH:27][CH:26]=4)[CH:50]=[CH:49][C:35]=3[N:36]=2)[C:40]=1[CH3:48])=[O:47] |f:0.1,2.3|. Procedure: 1-Ethyl-3-(3-dimethylaminopropyl)carbodiimide hydrochloride (88 mg, 0.46 mmol) and 1-hydroxybenzotriazole monohydrate (70 mg, 0.46 mmol) were added to a pyridine (2 ml) solution of the 4-(5-benzoylbenzimidazol-2-yl)-3,5-dimethylpyrrole-2-carboxylic acid (150 mg, 0.42 mmol) obtained in Example 10. N,N,N′-Trimethyl ethylenediamine (43 mg, 0.42 mmol) was added to the resultant solution and heated. The reaction mixture was stirred for 5 hours at 60° C. (internal temperature), and then allowed to coo... Yields the product BrC=1C(=NC=C(C1)C)NC1=NC(=CC(=N1)C)C (N-[3-bromo-5-methyl-pyridin-2-yl]-4,6-dimethyl-2-pyrimidinamine). Procedure details: Part A: A 1.0 gram (5.35 mmol) portion of commercially available 2-amino-3-bromo-5-methylpyridine was coupled to 2-chloro-4,6-dimethylpyrimidine (Example 1; part A) using NaH (1.2 eq) in DMF to give N-[3-bromo-5-methyl-pyridin-2-yl]-4,6-dimethyl-2-pyrimidinamine. C12H13N4Br MS 293 (M+H)+. Reactants: NC1=NC=C(C=C1Br)C (2-amino-3-bromo-5-methylpyridine), ClC1=NC(=CC(=N1)C)C (2-chloro-4,6-dimethylpyrimidine), [H-].[Na+] (NaH). Reaction SMILES: [NH2:1][C:2]1[C:7]([Br:8])=[CH:6][C:5]([CH3:9])=[CH:4][N:3]=1.Cl[C:11]1[N:16]=[C:15]([CH3:17])[CH:14]=[C:13]([CH3:18])[N:12]=1.[H-].[Na+]>CN(C=O)C>[Br:8][C:7]1[C:2]([NH:1][C:11]2[N:16]=[C:15]([CH3:17])[CH:14]=[C:13]([CH3:18])[N:12]=2)=[N:3][CH:4]=[C:5]([CH3:9])[CH:6]=1 |f:2.3|. Solvent: CN(C)C=O (DMF). Procedure: To a solution of 18.4 g (0.1 mole) of cyanuric chloride in 150 ml of acetone being stirred at 0°-5° C. was added dropwise over a 1/2 hr. period a solution of 11.9 g (0.1 mole) of 4-vinylaniline and 12.9 g (0.1 mole) of N,N-di-iso-propylethylamine. After the addition was complete, the solution was stirred at room temperature for 15 min., and then poured into 1 liter of ice water to isolate the product. The product was collected by filtration, washed with 200 ml of water, and dried in vacuo at roo... Conditions: time 15 minute. RXN SMILES: [N:1]1[C:8]([Cl:9])=[N:7][C:5]([Cl:6])=[N:4][C:2]=1Cl.[CH:10]([C:12]1[CH:18]=[CH:17][C:15]([NH2:16])=[CH:14][CH:13]=1)=[CH2:11].C(N(CC)C(C)C)(C)C>CC(C)=O>[CH:10]([C:12]1[CH:18]=[CH:17][C:15]([NH:16][C:2]2[N:1]=[C:8]([Cl:9])[N:7]=[C:5]([Cl:6])[N:4]=2)=[CH:14][CH:13]=1)=[CH2:11]. The reactants are ice water, N1=C(Cl)N=C(Cl)N=C1Cl (cyanuric chloride), C(C)(C)N(C(C)C)CC (N,N-di-iso-propylethylamine), C(=C)C1=CC=C(N)C=C1 (4-vinylaniline). Yields the product C(=C)C1=CC=C(C=C1)NC1=NC(=NC(=N1)Cl)Cl (2-(4-vinylphenylamino)-4,6-dichloro-s-triazine). The solvent is CC(=O)C (acetone). Starting materials: ClCCl, CN(C)c1ccncc1, C(=NC1CCCCC1)=NC1CCCCC1, Nc1ccncc1, O=C(O)CCC12CCC(=O)N1C(=O)CC2. Yields the product O=C(CCC12CCC(=O)N1C(=O)CC2)Nc1ccncc1. Reaction SMILES: [CH2:47]([Cl:48])[Cl:49].[CH3:38][N:39]([CH3:40])[c:41]1[cH:42][cH:43][n:44][cH:45][cH:46]1.[CH:16]1([N:17]=[C:18]=[N:19][CH:20]2[CH2:21][CH2:22][CH2:23][CH2:24][CH2:25]2)[CH2:26][CH2:27][CH2:28][CH2:29][CH2:30]1.[NH2:31][c:32]1[cH:33][cH:34][n:35][cH:36][cH:37]1.[O:1]=[C:2]1[CH2:3][CH2:4][C:5]2([CH2:11][CH2:12][C:13](=[O:14])[OH:15])[CH2:6][CH2:7][C:8](=[O:10])[N:9]12>>[O:1]=[C:2]1[CH2:3][CH2:4][C:5]2([CH2:11][CH2:12][C:13](=[O:15])[NH:31][c:32]3[cH:33][cH:34][n:35][cH:36][cH:37]3)[CH2:6][CH2:7][C:8](=[O:10])[N:9]12. The reactants are C1(=CC=CC=C1)S(=O)(=O)N1C(=CC=2C1=NC=C(C2)NC(=O)OC(C)(C)C)C(=CC2CCCC2)OS(=O)(=O)C2=CC=C(C=C2)C (toluene-4-sulfonic acid 1-(1-benzenesulfonyl-5-tert-butoxycarbonylamino-1H-pyrrolo[2,3-b]pyridin-2-yl)-2-cyclopentyl-vinyl ester), CS(=O)(=O)C1=CC=C(C=C1)B(O)O (4-methylsulfonyl phenylboronic acid), C([O-])([O-])=O.[Na+].[Na+] (sodium carbonate). The reagents and catalysts are Cl[Pd]([P](C1=CC=CC=C1)(C2=CC=CC=C2)C3=CC=CC=C3)([P](C4=CC=CC=C4)(C5=CC=CC=C5)C6=CC=CC=C6)Cl (dichlorobis(triphenylphosphine)palladium). The solvent is C(C)(=O)OCC (ethyl acetate), O1CCOCC1 (dioxane). Product: C(C)(C)(C)OC(NC=1C=C2C(=NC1)N(C(=C2)C(=CC2CCCC2)C2=CC=C(C=C2)S(=O)(=O)C)S(=O)(=O)C2=CC=CC=C2)=O ({1-benzenesulfonyl-2-[2-cyclopentyl-1-(4-methanesulfonyl-phenyl)-vinyl]-1H-pyrrolo[2,3-b]pyridin-5-yl}-carbamic acid tert-butyl ester). Yield: 67.2%. RXN SMILES: [C:1]1([S:7]([N:10]2[C:14]3=[N:15][CH:16]=[C:17]([NH:19][C:20]([O:22][C:23]([CH3:26])([CH3:25])[CH3:24])=[O:21])[CH:18]=[C:13]3[CH:12]=[C:11]2[C:27](OS(C2C=CC(C)=CC=2)(=O)=O)=[CH:28][CH:29]2[CH2:33][CH2:32][CH2:31][CH2:30]2)(=[O:9])=[O:8])[CH:6]=[CH:5][CH:4]=[CH:3][CH:2]=1.[CH3:45][S:46]([C:49]1[CH:54]=[CH:53][C:52](B(O)O)=[CH:51][CH:50]=1)(=[O:48])=[O:47].C(=O)([O-])[O-].[Na+].[Na+]>O1CCOCC1.C(OCC)(=O)C.Cl[Pd](Cl)([P](C1C=CC=CC=1)(C1C=CC=CC=1)C1C=CC=CC=1)[P](C1C=CC=CC=1)(C1C=CC=CC=1)C1C=CC=CC=1>[C:23]([O:22][C:20](=[O:21])[NH:19][C:17]1[CH:18]=[C:13]2[CH:12]=[C:11]([C:27]([C:52]3[CH:53]=[CH:54][C:49]([S:46]([CH3:45])(=[O:48])=[O:47])=[CH:50][CH:51]=3)=[CH:28][CH:29]3[CH2:33][CH2:32][CH2:31][CH2:30]3)[N:10]([S:7]([C:1]3[CH:2]=[CH:3][CH:4]=[CH:5][CH:6]=3)(=[O:8])=[O:9])[C:14]2=[N:15][CH:16]=1)([CH3:26])([CH3:25])[CH3:24] |f:2.3.4,^1:78,97|. Procedure details: To a mixture of toluene-4-sulfonic acid 1-(1-benzenesulfonyl-5-tert-butoxycarbonylamino-1H-pyrrolo[2,3-b]pyridin-2-yl)-2-cyclopentyl-vinyl ester (0.5 g, 0.78 mmol), 4-methylsulfonyl phenylboronic acid (468 mg, 2.34 mmol), dichlorobis(triphenylphosphine)palladium (II) (55 mg, 0.08 mmol) in dioxane (5 mL) was added an aqueous sodium carbonate solution (2 M, 1.17 mL, 2.34 mmol). The resulting mixture was subjected to microwave irradiation for 3 h at 100° C. The mixture was diluted with ethyl acetat... Reactants: C([O-])([O-])=O.[Ca+2] (calcium carbonate), dihydrate, P(=O)(O)([O-])[O-].[Ca+2] (calcium monohydrogenphosphate). Solvent: O (water). Yields the product O.P(=O)([O-])([O-])[O-].[Ca+2].P(=O)([O-])([O-])[O-].[Ca+2].[Ca+2] (calcium phosphate hydrate). RXN SMILES: C(=O)([O-])[O-:2].[Ca+2:5].[P:6]([O-:10])([O-:9])([OH:8])=[O:7].[Ca+2]>O>[OH2:2].[P:6]([O-:10])([O-:9])([O-:8])=[O:7].[Ca+2:5].[P:6]([O-:10])([O-:9])([O-:8])=[O:7].[Ca+2:5].[Ca+2:5] |f:0.1,2.3,5.6.7.8.9.10|. Reported procedure: Powdery calcium carbonate and a powdery dihydrate of calcium monohydrogenohosphate are weighed to get a Ca/P ratio of 1.45 to 1.67. The powdery mixture thus prepared is then added pure water at a temperature of 30° C. or higher to obtain an aqueous slurry having a concentration of about 10% by weight. Thereafter, the aqueous slurry is subjected to a rotational attrition by using a ball mill to conduct a mechanochemical reaction of the calcium carbonate with the dihydrate of calcium monohydrogenp... Reactants: C=CC1=CC=CC=C1 (styrene), NaNH2, C(CCC)OCCOCCOCCO (triethylene glycol monobutyl ether), C=CC1=CC=CC=C1 (styrene), [NH2-].[Na+] (sodium amide), C(CCC)OCCOCCOCCO (triethylene glycol monobutyl ether). Solvent: C1CCOC1 (THF). The product is C(C)OCCOCCO (diethylene glycol monoethyl ether). The yield is 50.0%. RXN SMILES: C=CC1C=CC=CC=1.[CH2:9]([O:13][CH2:14][CH2:15][O:16][CH2:17][CH2:18][O:19]CCO)[CH2:10]CC.[NH2-].[Na+]>C1COCC1>[CH2:9]([O:13][CH2:14][CH2:15][O:16][CH2:17][CH2:18][OH:19])[CH3:10] |f:2.3|. Procedure: Polymerization of styrene with the system NaNH2 and triethylene glycol monobutyl ether. Polymerization is allowed to proceed from 8.32 g (8·10-22 mole) of styrene in in 30 cc THF in the presence of 0.98 g (25·10-3 mole) of sodium amide and 1.71 g (8.3·10-3 mole) of triethylene glycol monobutyl ether. The reaction mixture which is obtained prior to the addition of the monomer has a yellow color which is more pronounced than that obtained with diethylene glycol monoethyl ether, contrary to the res...